Dataset: the Open Reaction Database (ORD), a public repository of structured organic reaction records. Task: describe an organic reaction: reactants, conditions, products, and yield Starting materials: ClCC1=CC(OC2=C(C(=CC=C12)O)C)=O (4-chloromethyl-7-hydroxy-8-methylcoumarin), C(C)O (ethanol), S(=O)([O-])[O-].[Na+].[Na+] (sodium sulfite). Run in O (water). Reaction conditions: temperature 0 celsius. Yields the product ClCC1(CC(OC2=C(C(=CC=C12)O)C)=O)CS(=O)(=O)[O-].[Na+] (sodium 4-chloromethyl-7-hydroxy-8-methylcoumarin-4-methanesulfonate). Yield: 80.0%. As a reaction SMILES: [Cl:1][CH2:2][C:3]1[C:12]2[C:7](=[C:8]([CH3:14])[C:9]([OH:13])=[CH:10][CH:11]=2)[O:6][C:5](=[O:15])[CH:4]=1.[S:16]([O-:19])([O-:18])=[O:17].[Na+:20].[Na+].[CH2:22](O)C>O>[Cl:1][CH2:2][C:3]1([CH2:22][S:16]([O-:19])(=[O:18])=[O:17])[C:12]2[C:7](=[C:8]([CH3:14])[C:9]([OH:13])=[CH:10][CH:11]=2)[O:6][C:5](=[O:15])[CH2:4]1.[Na+:20] |f:1.2.3,6.7|. Procedure details: A solution of 1 g of the compound 5 dissolved in 90 mL of ethanol is introduced into a flask, and then a solution of sodium sulfite (1.1 equivalents, 617 mg) in 22 mL of water is added. The mixture is refluxed. After 20 hours of heating, the mixture is cooled to 0° C. The solution is filtered on a Büchner funnel, the obtained beige residue is washed with ethanol, as for the filtrate, it is evaporated under reduced pressure in order to obtain a yellow solid. This solid is washed with ethanol and ... Starting materials: C(CCCCC)(=O)Cl (caproyl chloride), C(CCCC)N (n-pentylamine). The solvent is C(Cl)Cl (methylene chloride). Conditions: time 4 hour. The product is C(CCCC)NC(CCCCC)=O (N-Pentyl-caproamide). As a reaction SMILES: [C:1](Cl)(=[O:7])[CH2:2][CH2:3][CH2:4][CH2:5][CH3:6].[CH2:9]([NH2:14])[CH2:10][CH2:11][CH2:12][CH3:13]>C(Cl)Cl>[CH2:9]([NH:14][C:1](=[O:7])[CH2:2][CH2:3][CH2:4][CH2:5][CH3:6])[CH2:10][CH2:11][CH2:12][CH3:13]. Procedure: 275 g of caproyl chloride are added dropwise within 30 minutes to a solution of 500 ml of n-pentylamine in 1.41 of methylene chloride while cooling with ice and stirring. After standing at room temperature for 4 hours the reaction solution is washed in succession with 11 of 0.1N HCl, 11 of 0.1N NaOH and 1.51 of NaCl solution. The organic phase is concentrated on a rotary evaporator and dried in a high vacuum and gives 370 g of a crystalline mass (98% of theory). M.p. 37° C. The reactants are C(C1=CC=CC=C1)(=O)NC(C(C)=O)CCCCNC(C1=CC=CC=C1)=O (3,7-Dibenzamidoheptan-2-one), Cl (HCl). Yields the product Cl.NC(C(C)=O)CCCCNC(C1=CC=CC=C1)=O (3-amino-7-benzamidoheptan-2-one hydrochloride). Isolated yield 34.2%. RXN SMILES: C([NH:9][CH:10]([CH2:14][CH2:15][CH2:16][CH2:17][NH:18][C:19](=[O:26])[C:20]1[CH:25]=[CH:24][CH:23]=[CH:22][CH:21]=1)[C:11](=[O:13])[CH3:12])(=O)C1C=CC=CC=1.[ClH:27]>>[ClH:27].[NH2:9][CH:10]([CH2:14][CH2:15][CH2:16][CH2:17][NH:18][C:19](=[O:26])[C:20]1[CH:21]=[CH:22][CH:23]=[CH:24][CH:25]=1)[C:11](=[O:13])[CH3:12] |f:2.3|. Procedure details: 3,7-Dibenzamidoheptan-2-one (91.11 g, 0.258 mol) was hydrolysed in a sealed tube with concentrated HCl for 3 hours at 160° (oil bath). The solution was extracted with ether and evaporated to dryness to give 3-amino-7-benzamidoheptan-2-one hydrochloride (25.01 g, 34.2%).